This data is from the Open Reaction Database (ORD), a public repository of structured organic reaction records. The task is: describe an organic reaction: reactants, conditions, products, and yield Starting materials: Cl (HCl), ClC1=NC(=CC=C1NC(=O)C1=CN(C2=CC=CC=C12)C)CC(=O)OCC (Ethyl 2-chloro-3-(1-methyl-3-indolylcarbonyl)amino-6-pyridylacetate), CO.O (Methanol water), [OH-].[Na+] (NaOH). Solvent: C1CCOC1 (THF). Run at time 4 hour. Product: ClC1=NC(=CC=C1NC(=O)C1=CN(C2=CC=CC=C12)C)CC(=O)O ((2-chloro-3-(1-methyl-3-indolylcarbonyl)amino-6-pyridyl)acetic acid). As a reaction SMILES: [Cl:1][C:2]1[C:7]([NH:8][C:9]([C:11]2[C:19]3[C:14](=[CH:15][CH:16]=[CH:17][CH:18]=3)[N:13]([CH3:20])[CH:12]=2)=[O:10])=[CH:6][CH:5]=[C:4]([CH2:21][C:22]([O:24]CC)=[O:23])[N:3]=1.[OH-].[Na+].CO.O.Cl>C1COCC1>[Cl:1][C:2]1[C:7]([NH:8][C:9]([C:11]2[C:19]3[C:14](=[CH:15][CH:16]=[CH:17][CH:18]=3)[N:13]([CH3:20])[CH:12]=2)=[O:10])=[CH:6][CH:5]=[C:4]([CH2:21][C:22]([OH:24])=[O:23])[N:3]=1 |f:1.2,3.4|. Procedure details: Ethyl 2-chloro-3-(1-methyl-3-indolylcarbonyl)amino-6-pyridylacetate (859 mg, 2.31 mmol) was dissolved in THF (25 ml). To the resulting solution was added 0.25N NaOH (13.9 ml, 3.47 mmol), followed by stirring at room temperature for 4 hours. Methanol-water (1:1, v/v, 10 ml) was added, and the mixture was stirred at 50° C. for 2 hours. The reaction mixture was acidified with 1N HCl (5.0 ml). The crystals thus precipitated were collected by filtration, washed with water, and dried under reduced pre... The reactants are COc1ccc(N(NC(=O)Cc2cc(OC)c(C(=O)ON3C(=O)CCC3=O)cc2Br)c2c(C)cccc2N2CCCCC2)cc1, C1CCOC1, CNC. Product: COc1ccc(N(NC(=O)Cc2cc(OC)c(C(=O)N(C)C)cc2Br)c2c(C)cccc2N2CCCCC2)cc1. RXN SMILES: [Br:1][c:2]1[c:3]([CH2:20][C:21](=[O:22])[NH:23][N:24]([c:25]2[c:26]([CH3:37])[cH:27][cH:28][cH:29][c:30]2[N:31]2[CH2:32][CH2:33][CH2:34][CH2:35][CH2:36]2)[c:38]2[cH:39][cH:40][c:41]([O:44][CH3:45])[cH:42][cH:43]2)[cH:4][c:5]([O:18][CH3:19])[c:6]([C:7]([O:9][N:8]2[C:10](=[O:11])[CH2:12][CH2:13][C:14]2=[O:15])=[O:16])[cH:17]1.[CH2:49]1[O:50][CH2:51][CH2:52][CH2:53]1.[CH3:46][NH:47][CH3:48]>>[Br:1][c:2]1[c:3]([CH2:20][C:21](=[O:22])[NH:23][N:24]([c:25]2[c:26]([CH3:37])[cH:27][cH:28][cH:29][c:30]2[N:31]2[CH2:32][CH2:33][CH2:34][CH2:35][CH2:36]2)[c:38]2[cH:39][cH:40][c:41]([O:44][CH3:45])[cH:42][cH:43]2)[cH:4][c:5]([O:18][CH3:19])[c:6]([C:7](=[O:9])[N:47]([CH3:46])[CH3:48])[cH:17]1. Starting materials: ClCC(=O)N1C=2N(C(=CC1)C1=CC(=CC=C1)C(F)(F)F)N=CC2C#N (4-(chloroacetyl)-4,5-dihydro-7-[3-(trifluoromethyl)phenyl]pyrazolo[1,5-a]pyrimidine-3-carbonitrile), FC(C1=C(CN2CCNCC2)C=CC=C1)(F)F (2-trifluoromethylbenzyl piperazine), C([O-])([O-])=O.[Na+].[Na+] (sodium carbonate). Run in C1(=CC=CC=C1)C (toluene). Product: FC(C=1C=C(C=CC1)C1=CCN(C=2N1N=CC2C#N)C(CN2CCN(CC2)CC2=C(C=CC=C2)C(F)(F)F)=O)(F)F (4,5-Dihydro-7-[3-(trifluoromethyl)phenyl]-4-[[4-[[2-(trifluoromethyl)phenyl]methyl]-1-piperazinyl]acetyl]pyrazolo[1,5-a]pyrimidine-3-carbonitrile). The yield is 52.6%. As a reaction SMILES: Cl[CH2:2][C:3]([N:5]1[CH2:10][CH:9]=[C:8]([C:11]2[CH:16]=[CH:15][CH:14]=[C:13]([C:17]([F:20])([F:19])[F:18])[CH:12]=2)[N:7]2[N:21]=[CH:22][C:23]([C:24]#[N:25])=[C:6]12)=[O:4].[F:26][C:27]([F:42])([F:41])[C:28]1[CH:40]=[CH:39][CH:38]=[CH:37][C:29]=1[CH2:30][N:31]1[CH2:36][CH2:35][NH:34][CH2:33][CH2:32]1.C(=O)([O-])[O-].[Na+].[Na+]>C1(C)C=CC=CC=1>[F:18][C:17]([F:20])([F:19])[C:13]1[CH:12]=[C:11]([C:8]2[N:7]3[N:21]=[CH:22][C:23]([C:24]#[N:25])=[C:6]3[N:5]([C:3](=[O:4])[CH2:2][N:34]3[CH2:33][CH2:32][N:31]([CH2:30][C:29]4[CH:37]=[CH:38][CH:39]=[CH:40][C:28]=4[C:27]([F:41])([F:42])[F:26])[CH2:36][CH2:35]3)[CH2:10][CH:9]=2)[CH:16]=[CH:15][CH:14]=1 |f:2.3.4|. Procedure details: A mixture of 7.4 g of 4-(chloroacetyl)-4,5-dihydro-7-[3-(trifluoromethyl)phenyl]pyrazolo[1,5-a]pyrimidine-3-carbonitrile, 5.4 g of 2-trifluoromethylbenzyl piperazine and 2.4 g of sodium carbonate in 260 ml of toluene was reacted as described in Example 146, giving 6.1 g of the desired product, mp 169°-171° C. The reactants are C[Si](C#CC(C)=O)(C)C (4-(trimethylsilyl)but-3-yn-2-one), C1CCOC1 (THF), solution, BrC=1OC(=NN1)C (2-bromo-5-methyl-1,3,4-oxadiazole), C1CCOC1 (THF), C1CCOC1 (THF), [Cl-].[NH4+] (ammonium chloride). Run at temperature -10 celsius. The product is CC1=NN=C(O1)C(C)(C#C[Si](C)(C)C)O (2-(5-methyl-1,3,4-oxadiazol-2-yl)-4-(trimethylsilyl)but-3-yn-2-ol). Reaction SMILES: BrC1[O:3][C:4]([CH3:7])=[N:5][N:6]=1.[CH3:8][Si:9]([CH3:16])([CH3:15])[C:10]#[C:11][C:12](=[O:14])[CH3:13].[Cl-].[NH4+].[CH2:19]1COCC1>>[CH3:7][C:4]1[O:3][C:13]([C:12]([OH:14])([C:11]#[C:10][Si:9]([CH3:16])([CH3:15])[CH3:8])[CH3:19])=[N:6][N:5]=1 |f:2.3|. Procedure: To a solution of isopropylmagnesium chloride lithium chloride complex (1.56 mL of a 1.3M solution in THF, 2.02 mmol) in dry THF (5 mL) at −15° C. under an atmosphere of nitrogen was introduced 2-bromo-5-methyl-1,3,4-oxadiazole (300 mg, 1.84 mmol). The reaction mixture was warmed to −10° C. for 30 minutes. A solution of 4-(trimethylsilyl)but-3-yn-2-one (0.37 ml, 2.21 mmol) in dry THF (5 mL) was added and the reaction mixture warmed to 0° C. for 1 hr. After further warming to RT for 30 minutes, th...